From a dataset of the Open Reaction Database (ORD), a public repository of structured organic reaction records. describe an organic reaction: reactants, conditions, products, and yield RXN SMILES: [NH2:1][C:2](=[O:37])[C@@H:3]([NH:20][C:21]([C:23]1([NH:29][C:30](=[O:36])[O:31][C:32]([CH3:35])([CH3:34])[CH3:33])[CH2:28][CH2:27][O:26][CH2:25][CH2:24]1)=[O:22])[CH2:4][C:5]1[CH:10]=[CH:9][C:8](B2OC(C)(C)C(C)(C)O2)=[CH:7][CH:6]=1.Br[C:39]1[CH:40]=[CH:41][C:42]2[O:46][C:45](=[O:47])[N:44]([CH3:48])[C:43]=2[CH:49]=1.C(=O)([O-])[O-].[K+].[K+]>C(#N)C>[NH2:1][C:2](=[O:37])[C@@H:3]([NH:20][C:21]([C:23]1([NH:29][C:30](=[O:36])[O:31][C:32]([CH3:33])([CH3:34])[CH3:35])[CH2:24][CH2:25][O:26][CH2:27][CH2:28]1)=[O:22])[CH2:4][C:5]1[CH:6]=[CH:7][C:8]([C:39]2[CH:40]=[CH:41][C:42]3[O:46][C:45](=[O:47])[N:44]([CH3:48])[C:43]=3[CH:49]=2)=[CH:9][CH:10]=1 |f:2.3.4|. Yield: 64.3%. Product: NC([C@H](CC1=CC=C(C=C1)C=1C=CC2=C(N(C(O2)=O)C)C1)NC(=O)C1(CCOCC1)NC(OC(C)(C)C)=O)=O ((S)-tert-Butyl 4-(1-amino-3-(4-(3-methyl-2-oxo-2,3-dihydrobenzo[d]oxazol-5-yl)phenyl)-1-oxopropan-2-ylcarbamoyl)tetrahydro-2H-pyran-4-ylcarbamate). Reaction conditions: temperature 75 celsius, time 18 hour. The solvent is C(C)#N (acetonitrile). Starting materials: NC([C@H](CC1=CC=C(C=C1)B1OC(C(O1)(C)C)(C)C)NC(=O)C1(CCOCC1)NC(OC(C)(C)C)=O)=O ((S)-tert-Butyl 4-(1-amino-1-oxo-3-(4-(4,4,5,5-tetramethyl-1,3,2-dioxaborolan-2-yl)phenyl)propan-2-ylcarbamoyl)tetrahydro-2H-pyran-4-ylcarbamate), BrC=1C=CC2=C(N(C(O2)=O)C)C1 (5-bromo-3-methylbenzo[d]oxazol-2(3H)-one), bis(bi-tert-butylphosphino)ferrocene palladium dichloride, C([O-])([O-])=O.[K+].[K+] (potassium carbonate). Procedure details: (S)-tert-Butyl 4-(1-amino-1-oxo-3-(4-(4,4,5,5-tetramethyl-1,3,2-dioxaborolan-2-yl)phenyl)propan-2-ylcarbamoyl)tetrahydro-2H-pyran-4-ylcarbamate (Example 16, step (i), 224 mg) in acetonitrile (10 mL) under nitrogen was treated with 5-bromo-3-methylbenzo[d]oxazol-2(3H)-one (99 mg) followed by an aqueous solution of potassium carbonate (2M, 0.433 mL) and 1,1 bis(bi-tert-butylphosphino)ferrocene palladium dichloride (6 mg). The reaction mixture was stirred at 75° C. for 18 h and then evaporated to a... Starting materials: NC1=NC(=C2N=CN(C2=N1)OCC(CO)O)Cl (2-Amino-6-chloro-9-(2,3-dihydroxyprop-1-oxy)purine), C(=O)O (formic acid). Run at temperature 100 celsius, time 2.5 hour. The product is OC(CON1C=2N=C(NC(C2N=C1)=O)N)CO (9-(2,3-Dihydroxyprop-1-oxy)guanine). RXN SMILES: [NH2:1][C:2]1[N:10]=[C:9]2[C:5]([N:6]=[CH:7][N:8]2[O:11][CH2:12][CH:13]([OH:16])[CH2:14][OH:15])=[C:4](Cl)[N:3]=1.C(O)=[O:19]>>[OH:16][CH:13]([CH2:14][OH:15])[CH2:12][O:11][N:8]1[CH:7]=[N:6][C:5]2[C:4](=[O:19])[NH:3][C:2]([NH2:1])=[N:10][C:9]1=2. Procedure details: 2-Amino-6-chloro-9-(2,3-dihydroxyprop-1-oxy)purine (100 mg, 0.39 mmol) was dissolved in 80% formic acid solution and stirred at 100° C. for 2.5 hours. The reaction was evaporated to dryness under reduced pressure and the residue treated with methanol (5 ml) and 0.88 ammonia solution (3 ml). After stirring the reaction at 60° C. for 2 hours, the solvents were evaporated under reduced pressure and the residue recrystallised from water yielding the title compound (35 mg, 38%), m.p. 252°-3° C. Uv: λ... The reactants are O (water), four, [H-].[Al+3].[Li+].[H-].[H-].[H-] (lithium aluminum hydride), C(C)OC(=O)C(C(C)CCCCC)C(=O)OCC (Diethyl(2-n-pentylpropanedicarboxylate)), [H-].[Al+3].[Li+].[H-].[H-].[H-] (lithium aluminum hydride), S(O)(O)(=O)=O (sulphuric acid). The solvent is C(C)OCC (diethyl ether), [Na] (sodium), C(C)OCC (diehtyl ether). Yields the product C(CCCC)C(CO)CO (2-n-Pentylpropan-1,3-diol). Reaction SMILES: C([O:3][C:4]([CH:6]([C:14](OCC)=[O:15])[CH:7]([CH2:9][CH2:10][CH2:11][CH2:12]C)C)=O)C.[H-].[Al+3].[Li+].[H-].[H-].[H-].O.S(=O)(=O)(O)O>[Na].C(OCC)C>[CH2:7]([CH:6]([CH2:14][OH:15])[CH2:4][OH:3])[CH2:9][CH2:10][CH2:11][CH3:12] |f:1.2.3.4.5.6,^1:30|. Procedure details: A solution of compound from Example 1 (59.2 g, 257 mmol) in sodium-dried diethyl ether (50 cm3) was added dropwise to a mixture of lithium aluminum hydride (19.5 g, 514 mmol) in dry diehtyl ether (450 cm3) with vigorous stirring and heated under gentle reflux. During this period, four 50 cm3 portions of dry diethyl ether were added. After further heating (1 h), water (75 cm3) was carefully added to decompose excess lithium aluminum hydride, followed by sulphuric acid (20%, 350 cm3). The aqueous ... Starting materials: Nc1nc(-c2ncco2)c(Br)cc1[N+](=O)[O-], O=C([O-])[O-], CC1(C)OB(c2ccncc2)OC1(C)C, [Cs+], [Cs+], C1COCCO1. Product: Nc1nc(-c2ncco2)c(-c2ccncc2)cc1[N+](=O)[O-]. RXN SMILES: [Br:1][c:2]1[cH:3][c:4]([N+:14](=[O:15])[O-:16])[c:5]([NH2:13])[n:6][c:7]1-[c:8]1[o:9][cH:10][cH:11][n:12]1.[C:32](=[O:33])([O-:34])[O-:35].[CH3:17][C:18]1([CH3:19])[C:20]([CH3:21])([CH3:22])[O:23][B:24]([c:25]2[cH:26][cH:27][n:28][cH:29][cH:30]2)[O:31]1.[Cs+:36].[Cs+:37].[O:38]1[CH2:39][CH2:40][O:41][CH2:42][CH2:43]1>>[c:2]1(-[c:25]2[cH:26][cH:27][n:28][cH:29][cH:30]2)[cH:3][c:4]([N+:14](=[O:15])[O-:16])[c:5]([NH2:13])[n:6][c:7]1-[c:8]1[o:9][cH:10][cH:11][n:12]1. Reactants: [Al+3], O=C(O)Cc1ccccc1Cc1ccccc1, C1CCOC1, [H-], [H-], [H-], [H-], [Li+], [Na+], [OH-], O. Product: OCCc1ccccc1Cc1ccccc1. As a reaction SMILES: [Al+3:19].[CH2:1]([c:2]1[cH:3][cH:4][cH:5][cH:6][cH:7]1)[c:8]1[c:9]([CH2:14][C:15](=[O:16])[OH:17])[cH:10][cH:11][cH:12][cH:13]1.[CH2:27]1[O:28][CH2:29][CH2:30][CH2:31]1.[H-:18].[H-:21].[H-:22].[H-:23].[Li+:20].[Na+:26].[OH-:25].[OH2:24]>>[CH2:1]([c:2]1[cH:3][cH:4][cH:5][cH:6][cH:7]1)[c:8]1[c:9]([CH2:14][CH2:15][OH:16])[cH:10][cH:11][cH:12][cH:13]1.